This data is from the Open Reaction Database (ORD), a public repository of structured organic reaction records. The task is: describe an organic reaction: reactants, conditions, products, and yield The reactants are C(#N)CC1CN(CC2=CC=C(C=C12)OC)C(=O)OC(C)(C)C (tert-Butyl 4-(cyanomethyl)-6-methoxy-3,4-dihydro-2(1H)-isoquinolinecarboxylate). Reagents/catalysts: [Ni] (Raney nickel). Run in CO (methanol), N (NH3). Run at temperature 60 celsius, time 6 hour. The product is NCCC1CN(CC2=CC=C(C=C12)OC)C(=O)OC(C)(C)C (tert-Butyl 4-(2-aminoethyl)-6-methoxy-3,4-dihydro-2(1H)-isoquinolinecarboxylate). Reaction SMILES: [C:1]([CH2:3][CH:4]1[C:13]2[C:8](=[CH:9][CH:10]=[C:11]([O:14][CH3:15])[CH:12]=2)[CH2:7][N:6]([C:16]([O:18][C:19]([CH3:22])([CH3:21])[CH3:20])=[O:17])[CH2:5]1)#[N:2]>CO.N.[Ni]>[NH2:2][CH2:1][CH2:3][CH:4]1[C:13]2[C:8](=[CH:9][CH:10]=[C:11]([O:14][CH3:15])[CH:12]=2)[CH2:7][N:6]([C:16]([O:18][C:19]([CH3:22])([CH3:21])[CH3:20])=[O:17])[CH2:5]1. Procedure details: The compound obtained in Step I (6.3 g; 21 mmol) is dissolved in 150 ml of methanol saturated with NH3(g). The solution is poured into an autoclave and Raney nickel (600 mg) is added. The reaction mixture is then stirred at 60° C. and under a hydrogen pressure of 50 bars for 6 hours. After removal of the catalyst by filtration, the solution is evaporated under reduced pressure and the title compound is obtained in the form of a colourless oil. Reactants: NC(=O)C=1C=C2C(=CNC2=CC1)CCNC(OCC1=CC=CC=C1)=O ([2-[5-(aminocarbonyl)-1H-indol-3-yl]ethyl]carbamic acid, phenylmethyl ester), [H-].[Na+] (sodium hydride), BrCCCC (1-bromobutane). The product is NC(=O)C=1C=C2C(=CN(C2=CC1)CCCC)CCNC(OCC1=CC=CC=C1)=O ([2-[5-(Aminocarbonyl)-1-butyl-1H-indol-3-yl]ethyl]carbamic acid, phenylmethyl ester). RXN SMILES: [NH2:1][C:2]([C:4]1[CH:5]=[C:6]2[C:10](=[CH:11][CH:12]=1)[NH:9][CH:8]=[C:7]2[CH2:13][CH2:14][NH:15][C:16](=[O:25])[O:17][CH2:18][C:19]1[CH:24]=[CH:23][CH:22]=[CH:21][CH:20]=1)=[O:3].[H-].[Na+].Br[CH2:29][CH2:30][CH2:31][CH3:32]>>[NH2:1][C:2]([C:4]1[CH:5]=[C:6]2[C:10](=[CH:11][CH:12]=1)[N:9]([CH2:29][CH2:30][CH2:31][CH3:32])[CH:8]=[C:7]2[CH2:13][CH2:14][NH:15][C:16](=[O:25])[O:17][CH2:18][C:19]1[CH:24]=[CH:23][CH:22]=[CH:21][CH:20]=1)=[O:3] |f:1.2|. Procedure details: Following the method of Example 16(i), [2-[5-(aminocarbonyl)-1H-indol-3-yl]ethyl]carbamic acid, phenylmethyl ester (1.5 g), sodium hydride (0.16 g) and 1-bromobutane (1 ml) gave a pale brown oily solid (1.5 g). Chromatography on a silica column (Kieselgel 60, 60 g) eluted with chloroform containing 1% methanol gave the title compound (1.0 g) as a colourless crystalline solid m.p. 138°-9° (ethyl acetate). Reactants: CCCO, O=C1CCCc2cc3c(cc21)OCc1cc(Cl)ccc1-3, [K+], [K+], O=C([O-])[O-], CC(=O)[O-], CC(=O)[O-], [Pd+2]. The product is C=Cc1ccc2c(c1)COc1cc3c(cc1-2)CCCC3=O. RXN SMILES: [CH2:27]([CH2:28][CH3:30])[OH:29].[Cl:1][c:2]1[cH:3][cH:4][c:5]2[c:6]([cH:20]1)[CH2:7][O:8][c:9]1[cH:10][c:11]3[c:12]([cH:13][c:14]1-2)[CH2:15][CH2:16][CH2:17][C:18]3=[O:19].[K+:21].[K+:22].[O-:23][C:24]([O-:25])=[O:26].[O-:32][C:33]([CH3:34])=[O:35].[O-:36][C:37]([CH3:38])=[O:39].[Pd+2:31]>>[c:2]1([CH:27]=[CH2:28])[cH:3][cH:4][c:5]2[c:6]([cH:20]1)[CH2:7][O:8][c:9]1[cH:10][c:11]3[c:12]([cH:13][c:14]1-2)[CH2:15][CH2:16][CH2:17][C:18]3=[O:19]. Procedure: In German Pat. No. 1,062,253, A. Jager describes the preparation of various ether and carboxamide compounds by treating certain substituted oxazolines with certain phenols, with the exclusion of water. A mixture of phenol and 2-phenyloxazoline refluxed for 7 hours yielded PhCONHCH2CH2OPh as a product. Similarly, p-bis(oxazolinyl)benzene and phenol gave N,N'-bis(β-phenoxyethyl)terephthalamide. Finally, Jager found that a mixture of 2-phenyl-2-oxazoline and hydroquinone produced 1,4-bis(β-benzamid... As a reaction SMILES: [C:1]1([C:7]2[O:8][CH2:9][CH2:10][N:11]=2)[CH:6]=[CH:5][CH:4]=[CH:3][CH:2]=1.[C:12]1([CH:19]=[CH:18][C:16]([OH:17])=[CH:15][CH:14]=1)[OH:13]>>[C:7]([NH:11][CH2:10][CH2:9][O:13][C:12]1[CH:19]=[CH:18][C:16]([O:17][CH2:9][CH2:10][NH:11][C:7](=[O:8])[C:1]2[CH:6]=[CH:5][CH:4]=[CH:3][CH:2]=2)=[CH:15][CH:14]=1)(=[O:8])[C:1]1[CH:6]=[CH:5][CH:4]=[CH:3][CH:2]=1. Product: C(C1=CC=CC=C1)(=O)NCCOC1=CC=C(C=C1)OCCNC(C1=CC=CC=C1)=O (1,4-bis(β-benzamidoethoxy)benzene). The reactants are C1(=CC=CC=C1)C=1OCCN1 (2-phenyl-2-oxazoline), C1(O)=CC=C(O)C=C1 (hydroquinone).